Dataset: the Open Reaction Database (ORD), a public repository of structured organic reaction records. Task: describe an organic reaction: reactants, conditions, products, and yield Reaction SMILES: [C:1](#[N:2])[c:3]1[c:4]([C:20]([F:21])([F:22])[F:23])[n:5][n:6](-[c:8]2[c:9]([Cl:19])[cH:10][c:11]([C:15]([F:16])([F:17])[F:18])[cH:12][c:13]2[Cl:14])[cH:7]1.[CH2:24]([Li:25])[CH2:26][CH2:27][CH3:28].[CH3:29][Si:30]([CH3:31])([CH3:32])[Cl:33].[Cl:39][CH2:40][Cl:41].[O:34]1[CH2:35][CH2:36][CH2:37][CH2:38]1>>[C:1](#[N:2])[c:3]1[c:4]([C:20]([F:21])([F:22])[F:23])[n:5][n:6](-[c:8]2[c:9]([Cl:19])[cH:10][c:11]([C:15]([F:16])([F:17])[F:18])[cH:12][c:13]2[Cl:14])[c:7]1[Si:30]([CH3:29])([CH3:31])[CH3:32]. Starting materials: N#Cc1cn(-c2c(Cl)cc(C(F)(F)F)cc2Cl)nc1C(F)(F)F, [Li]CCCC, C[Si](C)(C)Cl, ClCCl, C1CCOC1. The product is C[Si](C)(C)c1c(C#N)c(C(F)(F)F)nn1-c1c(Cl)cc(C(F)(F)F)cc1Cl. The reactants are CC(C)=O, CC(C)OP(=O)(OC(C)C)C(CCCO)P(=O)(OC(C)C)OC(C)C, CC(C)O, [Na+], O=[Cr](=O)=O, O, O=C([O-])O, O=S(=O)(O)O. The product is CC(C)OP(=O)(OC(C)C)C(CCC(=O)O)P(=O)(OC(C)C)OC(C)C. As a reaction SMILES: [CH3:40][C:41](=[O:42])[CH3:43].[CH:1]([CH3:2])([CH3:3])[O:4][P:5](=[O:6])([CH:7]([CH2:8][CH2:9][CH2:10][OH:11])[P:12](=[O:13])([O:14][CH:15]([CH3:16])[CH3:17])[O:18][CH:19]([CH3:20])[CH3:21])[O:22][CH:23]([CH3:24])[CH3:25].[CH:45]([OH:46])([CH3:47])[CH3:48].[Na+:35].[O:26]=[Cr:27](=[O:28])=[O:29].[OH2:44].[OH:36][C:37](=[O:38])[O-:39].[S:30](=[O:31])(=[O:32])([OH:33])[OH:34]>>[CH:1]([CH3:2])([CH3:3])[O:4][P:5](=[O:6])([CH:7]([CH2:8][CH2:9][C:10](=[O:11])[OH:26])[P:12](=[O:13])([O:14][CH:15]([CH3:16])[CH3:17])[O:18][CH:19]([CH3:20])[CH3:21])[O:22][CH:23]([CH3:24])[CH3:25]. The product is [N+](=O)([O-])C1=CC=C(C=C1)N1C(=CC2=CC=CC=C12)C (1-(4-nitrophenyl)-2-methylindol). The yield is 26.1%. Reported procedure: A solution of 2-methylindol (1 g, 7.6 mmol) and potassium t-butoxide (897 mg, 8 mmol) in DMSO (10 mL) was stirred at room temperature under argon for 30 min. 4-Fluoronitrobenzene (0.81 mL, 7.62 mmol) was added and the reaction mixture was heated to 100° C. in an oil bath for 5 h. The reaction mixture was diluted with water, extracted with EtOAc, the organic extract with washed with water and dried (MgSO4). The oil obtained on concentration was flash chromatographed on silica gel and elution was ... Run in O (water), CS(=O)C (DMSO). Conditions: temperature 100 celsius. Reactants: CC=1NC2=CC=CC=C2C1 (2-methylindol), CC(C)([O-])C.[K+] (potassium t-butoxide), FC1=CC=C(C=C1)[N+](=O)[O-] (4-Fluoronitrobenzene). RXN SMILES: [CH3:1][C:2]1[NH:3][C:4]2[C:9]([CH:10]=1)=[CH:8][CH:7]=[CH:6][CH:5]=2.CC(C)([O-])C.[K+].F[C:18]1[CH:23]=[CH:22][C:21]([N+:24]([O-:26])=[O:25])=[CH:20][CH:19]=1>CS(C)=O.O>[N+:24]([C:21]1[CH:22]=[CH:23][C:18]([N:3]2[C:4]3[C:9](=[CH:8][CH:7]=[CH:6][CH:5]=3)[CH:10]=[C:2]2[CH3:1])=[CH:19][CH:20]=1)([O-:26])=[O:25] |f:1.2|. Reactants: C(C)(C)(C)OC(=O)N1[C@@H](C[C@@H](C1)F)COCCCCC(=O)OC (Methyl 5-((2S,4S)-1-(tert-butoxycarbonyl)-4-fluoro-2-pyrrolidinylmethoxy)pentanoate), FC(C(=O)O)(F)F (trifluoroacetic acid). The solvent is C(Cl)Cl (methylene chloride). Reaction conditions: time 3.5 hour. Yields the product F[C@H]1C[C@H](NC1)COCCCCC(=O)OC (methyl 5-((2S,4S)-4-fluoro-2-pyrrolidinylmethoxy)pentanoate). RXN SMILES: C(OC([N:8]1[CH2:12][C@@H:11]([F:13])[CH2:10][C@H:9]1[CH2:14][O:15][CH2:16][CH2:17][CH2:18][CH2:19][C:20]([O:22][CH3:23])=[O:21])=O)(C)(C)C.FC(F)(F)C(O)=O>C(Cl)Cl>[F:13][C@@H:11]1[CH2:12][NH:8][C@H:9]([CH2:14][O:15][CH2:16][CH2:17][CH2:18][CH2:19][C:20]([O:22][CH3:23])=[O:21])[CH2:10]1. Reported procedure: Methyl 5-((2S,4S)-1-(tert-butoxycarbonyl)-4-fluoro-2-pyrrolidinylmethoxy)pentanoate (1.09 g, 3.27 mmol) was dissolved in methylene chloride (50 ml). At room temperature, trifluoroacetic acid (10 ml) was added to the resulting solution. The mixture was stirred at the same temperature for 3.5 hours. The residue obtained by distilling off the solvent under reduced pressure was diluted with methylene chloride (50 ml). The solution was basified with 1N NaOH, followed by extraction with methylene chlo... Procedure details: A solution of 19.26 g. (0.065 mole) of 4-carboxy-4-(4-chlorophenyl)cyclohexanone, ethylene ketal (prepared in Example 25) in 320 ml. of tetrahydrofuran is added to 5.9 g. (0.155 mole) of lithium aluminum hydride in 85 ml. of tetrahydrofuran. Following about 6 hours of heating at reflux, the mixture is cooled in ice and treated successively with 6 ml. of water, 6 ml. of 15% sodium hydroxide solution and 18 ml. of water. The resulting inorganic gel is collected on a filter and rinsed with ether. T... Isolated yield 99.0%. The reactants are C(=O)(O)C1(CCC(CC1)=O)C1=CC=C(C=C1)Cl (4-carboxy-4-(4-chlorophenyl)cyclohexanone), O1CCCC1 (tetrahydrofuran), [H-].[Al+3].[Li+].[H-].[H-].[H-] (lithium aluminum hydride), ethylene ketal, C(=O)(O)C1(CCC(CC1)=O)C1=CC=C(C=C1)Cl (4-carboxy-4-(4-chlorophenyl)cyclohexanone), O1CCCC1 (tetrahydrofuran), [OH-].[Na+] (sodium hydroxide). Reaction conditions: time 6 hour. Run in O (water), O (water). Yields the product OCC1(CCC(CC1)=O)C1=CC=C(C=C1)Cl (4-hydroxymethyl-4-(4-chlorophenyl)cyclohexanone). As a reaction SMILES: [C:1]([C:4]1([C:11]2[CH:16]=[CH:15][C:14]([Cl:17])=[CH:13][CH:12]=2)[CH2:9][CH2:8][C:7](=[O:10])[CH2:6][CH2:5]1)(O)=[O:2].O1CCCC1.[H-].[Al+3].[Li+].[H-].[H-].[H-].[OH-].[Na+]>O>[OH:2][CH2:1][C:4]1([C:11]2[CH:12]=[CH:13][C:14]([Cl:17])=[CH:15][CH:16]=2)[CH2:5][CH2:6][C:7](=[O:10])[CH2:8][CH2:9]1 |f:2.3.4.5.6.7,8.9|. Run in C(Cl)Cl (DCM), C1CCOC1 (THF). Reaction SMILES: [C:1]1([C:21]2[CH:26]=[CH:25][CH:24]=[CH:23][CH:22]=2)[CH:6]=[CH:5][C:4]([C:7]([O:9][C@@H:10]2[CH2:18][C@@H:13]3[O:14][C:15](=[O:17])[CH2:16][C@@H:12]3[C@H:11]2[CH:19]=O)=[O:8])=[CH:3][CH:2]=1.[Cl-].[Li+].[S:29]1[CH:33]([C:34](=[O:44])[CH2:35]P(=O)(OCC)OCC)[CH:32]=[C:31]2[CH:45]=[CH:46][CH:47]=[CH:48][CH:30]12>C(Cl)Cl.C1COCC1>[C:1]1([C:21]2[CH:22]=[CH:23][CH:24]=[CH:25][CH:26]=2)[CH:2]=[CH:3][C:4]([C:7]([O:9][C@@H:10]2[CH2:18][C@@H:13]3[O:14][C:15](=[O:17])[CH2:16][C@@H:12]3[C@H:11]2/[CH:19]=[CH:35]/[C:34]([C:33]2[S:29][C:30]3[CH:48]=[CH:47][CH:46]=[CH:45][C:31]=3[CH:32]=2)=[O:44])=[O:8])=[CH:5][CH:6]=1 |f:1.2|. Product: C1(=CC=C(C=C1)C(=O)O[C@H]1[C@@H]([C@@H]2[C@@H](OC(C2)=O)C1)\C=C\C(=O)C1=CC2=C(S1)C=CC=C2)C2=CC=CC=C2 ((3aR,4R,5R,6aS)-4-((E)-3-(benzo[b]thiophen-2-yl)-3-oxoprop-1-enyl)-2-oxohexahydro-2H-cyclopenta[b]furan-5-yl biphenyl-4-carboxylate). Reaction conditions: temperature -20 celsius. The reactants are C1(=CC=C(C=C1)C(=O)O[C@H]1[C@@H]([C@@H]2[C@@H](OC(C2)=O)C1)C=O)C1=CC=CC=C1 ((3aR,4R,5R,6aS)-4-formyl-2-oxohexahydro-2H-cyclopenta[b]furan-5-yl biphenyl-4-carboxylate), [Cl-].[Li+] (lithium chloride), S1C2C(=CC1C(CP(OCC)(OCC)=O)=O)C=CC=C2 (Diethyl 2-(2,7a-dihydrobenzo[b]thiophen-2-yl)-2-oxoethylphosphonate). Procedure: A reactor equipped with a mechanical stirrer, under nitrogen, was charged with a mixture consisting of (3aR,4R,5R,6aS)-4-formyl-2-oxohexahydro-2H-cyclopenta[b]furan-5-yl biphenyl-4-carboxylate in DCM and a mixture consisting of lithium chloride (1 molar equivalent) in THF. Diethyl 2-(2,7a-dihydrobenzo[b]thiophen-2-yl)-2-oxoethylphosphonate (1 molar equivalent) was added neat and rinsed with DCM. Some lithium chloride precipitated from solution when the THF and DCM mixtures were combined. The mix... Starting materials: FC1=C2C(=C(C(=NC2=CC(=C1)F)N1CCNCC1)C)NC=1C=NC=C(C1)N1CCOCC1 (5,7-difluoro-3-methyl-N-(5-morpholinopyridin-3-yl)-2-(piperazin-1-yl)quinolin-4-amine), C(C)N=C=O (ethylisocyanate). Product: FC1=C2C(=C(C(=NC2=CC(=C1)F)N1CCN(CC1)C(=O)NCC)C)NC=1C=NC=C(C1)N1CCOCC1 (4-(5,7-difluoro-3-methyl-4-(5-morpholinopyridin-3-ylamino)quinolin-2-yl)-N-ethylpiperazine-1-carboxamide). RXN SMILES: [F:1][C:2]1[CH:11]=[C:10]([F:12])[CH:9]=[C:8]2[C:3]=1[C:4]([NH:20][C:21]1[CH:22]=[N:23][CH:24]=[C:25]([N:27]3[CH2:32][CH2:31][O:30][CH2:29][CH2:28]3)[CH:26]=1)=[C:5]([CH3:19])[C:6]([N:13]1[CH2:18][CH2:17][NH:16][CH2:15][CH2:14]1)=[N:7]2.[CH2:33]([N:35]=[C:36]=[O:37])[CH3:34]>>[F:1][C:2]1[CH:11]=[C:10]([F:12])[CH:9]=[C:8]2[C:3]=1[C:4]([NH:20][C:21]1[CH:22]=[N:23][CH:24]=[C:25]([N:27]3[CH2:32][CH2:31][O:30][CH2:29][CH2:28]3)[CH:26]=1)=[C:5]([CH3:19])[C:6]([N:13]1[CH2:14][CH2:15][N:16]([C:36]([NH:35][CH2:33][CH3:34])=[O:37])[CH2:17][CH2:18]1)=[N:7]2. Procedure: Prepared according to Procedure P using 5,7-difluoro-3-methyl-N-(5-morpholinopyridin-3-yl)-2-(piperazin-1-yl)quinolin-4-amine (50.0 mg, 0.11 mmol) and ethylisocyanate to give 4-(5,7-difluoro-3-methyl-4-(5-morpholinopyridin-3-ylamino)quinolin-2-yl)-N-ethylpiperazine-1-carboxamide. 1H NMR (DMSO-d6) δ ppm 1.03 (t, J=6.4 Hz, 3H), 2.08 (br s, 3H), 3.05-3.11 (m, 6H), 3.25 (br s, 4H), 3.44-3.45 (m, 4H), 3.68-3.69 (m, 4H), 6.49 (br s, 1H), 6.59-6.56 (m, 1H), 7.13-7.18 (m, 1H), 7.28-7.30 (m, 1H), 7.53 (s... Reactants: C1COCCO1, CO, Cl, CC(C)C(N)C(=O)N1CCC(c2ccc(Cl)cc2)CC1, O=C=Nc1ccccc1. Yields the product CC(C)C(NC(=O)Nc1ccccc1)C(=O)N1CCC(c2ccc(Cl)cc2)CC1. Reaction SMILES: [CH2:31]1[O:32][CH2:33][CH2:34][O:35][CH2:36]1.[CH3:37][OH:38].[ClH:10].[NH2:11][CH:12]([C:13](=[O:14])[N:15]1[CH2:16][CH2:17][CH:18]([c:21]2[cH:22][cH:23][c:24]([Cl:27])[cH:25][cH:26]2)[CH2:19][CH2:20]1)[CH:28]([CH3:29])[CH3:30].[O:1]=[C:2]=[N:3][c:4]1[cH:5][cH:6][cH:7][cH:8][cH:9]1>>[O:1]=[C:2]([NH:3][c:4]1[cH:5][cH:6][cH:7][cH:8][cH:9]1)[NH:11][CH:12]([C:13](=[O:14])[N:15]1[CH2:16][CH2:17][CH:18]([c:21]2[cH:22][cH:23][c:24]([Cl:27])[cH:25][cH:26]2)[CH2:19][CH2:20]1)[CH:28]([CH3:29])[CH3:30].